This data is from the Open Reaction Database (ORD), a public repository of structured organic reaction records. The task is: describe an organic reaction: reactants, conditions, products, and yield Starting materials: FC1=C(C=O)C=C(C=C1)[N+](=O)[O-] (2-fluoro-5-nitrobenzaldehyde), [OH-].[Na+] (sodium hydroxide), ClC=1C=C(C=CC1)S (3-chlorobenzenethiol). The reagents and catalysts are [Br-].C(CCC)[N+](CCCC)(CCCC)CCCC (tetrabutylammonium bromide). Run in C1(=CC=CC=C1)C (toluene). Run at temperature 25 celsius, time 10 minute. Product: ClC=1C=C(C=CC1)SC1=C(C=O)C=C(C=C1)[N+](=O)[O-] (2-[(3-chlorophenyl)thio]-5-nitrobenzaldehyde). The yield is 33.6%. Reaction SMILES: [OH-].[Na+].[Cl:3][C:4]1[CH:5]=[C:6]([SH:10])[CH:7]=[CH:8][CH:9]=1.F[C:12]1[CH:19]=[CH:18][C:17]([N+:20]([O-:22])=[O:21])=[CH:16][C:13]=1[CH:14]=[O:15]>[Br-].C([N+](CCCC)(CCCC)CCCC)CCC.C1(C)C=CC=CC=1>[Cl:3][C:4]1[CH:5]=[C:6]([S:10][C:12]2[CH:19]=[CH:18][C:17]([N+:20]([O-:22])=[O:21])=[CH:16][C:13]=2[CH:14]=[O:15])[CH:7]=[CH:8][CH:9]=1 |f:0.1,4.5|. Reported procedure: A 2.5 mol/L sodium hydroxide aqueous solution (1.2 mL, 3.1 mmol) and tetrabutylammonium bromide (0.012 g, 0.031 mmol) were added to 3-chlorobenzenethiol (0.11 g, 0.73 mmol), followed by stirring at 25° C. for 10 minutes. A toluene (1.2 mL) solution of 2-fluoro-5-nitrobenzaldehyde (0.12 g, 0.73 mmol) was added to the reaction liquid, followed by stirring at 110° C. for 1.5 hours. After the conventional post-reaction treatment, the residue was purified by silica gel chromatography (eluted by chlor... Starting materials: ClC1=C(C(=O)OC)C=CC=C1C(C)(C)C#N (methyl 2-chloro-3-(1-cyano-1-methylethyl)benzoate), CO (methanol), O (water), lithium hydroxide•monohydrate. The solvent is O1CCCC1 (tetrahydrofuran). Conditions: time 2 hour. Yields the product ClC1=C(C(=O)O)C=CC=C1C(C)(C)C#N (2-chloro-3-(1-cyano-1-methylethyl)benzoic acid). Isolated yield 91.1%. RXN SMILES: [Cl:1][C:2]1[C:11]([C:12]([C:15]#[N:16])([CH3:14])[CH3:13])=[CH:10][CH:9]=[CH:8][C:3]=1[C:4]([O:6]C)=[O:5].CO.O>O1CCCC1>[Cl:1][C:2]1[C:11]([C:12]([C:15]#[N:16])([CH3:14])[CH3:13])=[CH:10][CH:9]=[CH:8][C:3]=1[C:4]([OH:6])=[O:5]. Procedure details: To a solution of methyl 2-chloro-3-(1-cyano-1-methylethyl)benzoate (1.67 g, 7.02 mmol) in tetrahydrofuran (24 mL)/methanol (8 mL)/water (8 mL) was added lithium hydroxide•monohydrate (501 mg, 11.9 mmol), and the mixture was stirred at room temperature for 2 hr. The reaction mixture was concentrated under reduced pressure, and 6N hydrochloric acid (2.8 mL) was added dropwise to the residue. The precipitate was collected by filtration, and washed with water to give the title compound (1.43 g, 91%)... The reactants are CN1Cc2c(ccc3cc(Br)ccc23)C1=O, [Li]CCCC, C1CCOC1, CC(C)C(=O)c1cn(C(c2ccccc2)(c2ccccc2)c2ccccc2)cn1, CCCCCC, [Cl-], [NH4+]. Yields the product CC(C)C(O)(c1ccc2c3c(ccc2c1)C(=O)N(C)C3)c1cn(C(c2ccccc2)(c2ccccc2)c2ccccc2)cn1. As a reaction SMILES: [Br:1][c:2]1[cH:3][c:4]2[c:5]([c:6]3[c:10]([cH:11][cH:12]2)[C:9](=[O:13])[N:8]([CH3:14])[CH2:7]3)[cH:15][cH:16]1.[CH2:17]([Li:18])[CH2:19][CH2:20][CH3:21].[CH2:53]1[O:54][CH2:55][CH2:56][CH2:57]1.[CH3:22][CH:23]([C:24](=[O:25])[c:26]1[n:27][cH:28][n:29]([C:31]([c:32]2[cH:33][cH:34][cH:35][cH:36][cH:37]2)([c:38]2[cH:39][cH:40][cH:41][cH:42][cH:43]2)[c:44]2[cH:45][cH:46][cH:47][cH:48][cH:49]2)[cH:30]1)[CH3:50].[CH3:58][CH2:59][CH2:60][CH2:61][CH2:62][CH3:63].[Cl-:51].[NH4+:52]>>[c:2]1([C:24]([CH:23]([CH3:22])[CH3:50])([OH:25])[c:26]2[n:27][cH:28][n:29]([C:31]([c:32]3[cH:33][cH:34][cH:35][cH:36][cH:37]3)([c:38]3[cH:39][cH:40][cH:41][cH:42][cH:43]3)[c:44]3[cH:45][cH:46][cH:47][cH:48][cH:49]3)[cH:30]2)[cH:3][c:4]2[c:5]([c:6]3[c:10]([cH:11][cH:12]2)[C:9](=[O:13])[N:8]([CH3:14])[CH2:7]3)[cH:15][cH:16]1. Reactants: [Br-], CCOC(=O)C(Cc1ccc(C(C)=O)cc1)OC, CCOC(C)=O, ClC(Cl)Cl. Product: CCOC(=O)C(Cc1ccc(C(=O)CBr)cc1)OC. RXN SMILES: [Br-:1].[CH2:2]([CH3:3])[O:4][C:5]([CH:6]([CH2:7][c:8]1[cH:9][cH:10][c:11]([C:14]([CH3:15])=[O:16])[cH:12][cH:13]1)[O:17][CH3:18])=[O:19].[CH3:24][CH2:25][O:26][C:27](=[O:28])[CH3:29].[Cl:20][CH:21]([Cl:22])[Cl:23]>>[Br:1][CH2:15][C:14]([c:11]1[cH:10][cH:9][c:8]([CH2:7][CH:6]([C:5]([O:4][CH2:2][CH3:3])=[O:19])[O:17][CH3:18])[cH:13][cH:12]1)=[O:16]. Starting materials: COC(=O)C=1C=C(OCC(C)NCC(O)C2=CC(=CC=C2)Cl)C=CC1C(=O)OC (2-{2-[3,4-bis(methoxycarbonyl)phenoxy]-1-methylethyl}amino-1-(3-chlorophenyl)ethanol), [H-].[Al+3].[Li+].[H-].[H-].[H-] (lithium aluminum hydride). The solvent is O1CCCC1 (tetrahydrofuran). Yields the product OCC=1C=C(OCC(C)NCC(O)C2=CC(=CC=C2)Cl)C=CC1CO (2-{2-[3,4-Bis(hydroxymethyl)phenoxy]-1-methylethyl}amino-1-(3-chlorophenyl)ethanol). Isolated yield 47.4%. As a reaction SMILES: C[O:2][C:3]([C:5]1[CH:6]=[C:7]([CH:23]=[CH:24][C:25]=1[C:26](OC)=[O:27])[O:8][CH2:9][CH:10]([NH:12][CH2:13][CH:14]([C:16]1[CH:21]=[CH:20][CH:19]=[C:18]([Cl:22])[CH:17]=1)[OH:15])[CH3:11])=O.[H-].[Al+3].[Li+].[H-].[H-].[H-]>O1CCCC1>[OH:2][CH2:3][C:5]1[CH:6]=[C:7]([CH:23]=[CH:24][C:25]=1[CH2:26][OH:27])[O:8][CH2:9][CH:10]([NH:12][CH2:13][CH:14]([C:16]1[CH:21]=[CH:20][CH:19]=[C:18]([Cl:22])[CH:17]=1)[OH:15])[CH3:11] |f:1.2.3.4.5.6|. Procedure details: Following a procedure similar to that described in Example 1, but using 2.53 g of 2-{2-[3,4-bis(methoxycarbonyl)phenoxy]-1-methylethyl}amino-1-(3-chlorophenyl)ethanol (prepared as described in Preparation 20), 0.91 g of lithium aluminum hydride and 100 ml of dry tetrahydrofuran, and then purifying the reaction product by column chromatography through silica gel, using a 5:1 by volume mixture of ethyl acetate and ethanol as the eluent, 1.04 g of the title compound were obtained having an Rf=0.37 ... Starting materials: CC=1N=C(SC1C(=O)OCC)N1C(N(CC1)C1=CC=CC=C1)=O (ethyl 4-methyl-2-(2-oxo-3-phenylimidazolidin-1-yl)thiazole-5-carboxylate), C(C)N1C(N(CC1)C=1SC(=C(N1)C)C(=O)[O-])=O (2-(3-ethyl-2-oxoimidazolidin-1-yl)-4-methylthiazole-5-carboxylate). Yields the product C(C)N1C(N(CC1)C=1S(C(=CN1)C(=O)O)C)=O (2-(3-ethyl-2-oxoimidazolidin-1-yl)-1-methylthiazole-5-carboxylic acid). Isolated yield 80.0%. Reaction SMILES: C[C:2]1[N:3]=[C:4]([N:12]2[CH2:16][CH2:15][N:14]([C:17]3[CH:22]=CC=CC=3)[C:13]2=[O:23])[S:5][C:6]=1[C:7]([O:9]CC)=[O:8].[CH2:24](N1CCN(C2SC(C([O-])=O)=C(C)N=2)C1=O)C>>[CH2:17]([N:14]1[CH2:15][CH2:16][N:12]([C:4]2[SH:5]([CH3:24])[C:6]([C:7]([OH:9])=[O:8])=[CH:2][N:3]=2)[C:13]1=[O:23])[CH3:22]. Procedure: Following the procedure as described in Example 6, making variations as required to replace ethyl 4-methyl-2-(2-oxo-3-phenylimidazolidin-1-yl)thiazole-5-carboxylate with 2-(3-ethyl-2-oxoimidazolidin-1-yl)-4-methylthiazole-5-carboxylate, the title compound was obtained in 80% yield: 1H NMR (300 MHZ, DMSO-d6) δ 3.97-3.91 (m, 2H), 3.54-3.48 (m, 2H), 3.23 (q, J=7.2 Hz, 2H), 2.49 (s, 3H), 0.98 (t, J=7.2 Hz, 3H); MS (ES+) m/z 256.3 (M+1).